Dataset: the Open Reaction Database (ORD), a public repository of structured organic reaction records. Task: describe an organic reaction: reactants, conditions, products, and yield Starting materials: C(C)(C)(C)OC(=O)NC(C(=O)N1C(N(CC1=O)N=CC1=CC=C(O1)C1=CC(=C(C=C1)Cl)Cl)=O)C (3-[2-(t-butoxycarbonyl-amino)propionyl]-1-{[5-(3,4-dichlorophenyl)furfurylidene]amino}hydantoin), Cl.CC(=O)OCC1=C2C=CC=CC2=C(C3=CC=CC=C31)COC(=O)C (hydrochloric acid acetic). Run at time 2 hour. Product: Cl.NC(C(=O)N1C(N(CC1=O)N=CC1=CC=C(O1)C1=CC(=C(C=C1)Cl)Cl)=O)C (3-(2-Aminopropionyl)-1-{[5-(3,4-dichlorophenyl)furfurylidene]amino}hydantoin Hydrochloride). RXN SMILES: C(OC([NH:8][CH:9]([CH3:34])[C:10]([N:12]1[C:16](=[O:17])[CH2:15][N:14]([N:18]=[CH:19][C:20]2[O:24][C:23]([C:25]3[CH:30]=[CH:29][C:28]([Cl:31])=[C:27]([Cl:32])[CH:26]=3)=[CH:22][CH:21]=2)[C:13]1=[O:33])=[O:11])=O)(C)(C)C.Cl.CC(OCC1C2C(=CC=CC=2)C(COC(C)=O)=C2C=1C=CC=C2)=O>>[ClH:31].[NH2:8][CH:9]([CH3:34])[C:10]([N:12]1[C:16](=[O:17])[CH2:15][N:14]([N:18]=[CH:19][C:20]2[O:24][C:23]([C:25]3[CH:30]=[CH:29][C:28]([Cl:31])=[C:27]([Cl:32])[CH:26]=3)=[CH:22][CH:21]=2)[C:13]1=[O:33])=[O:11] |f:1.2,3.4|. Procedure details: The 3-[2-(t-butoxycarbonyl-amino)propionyl]-1-{[5-(3,4-dichlorophenyl)furfurylidene]amino}hydantoin (15.1 g, 0.033 mole) was added to 3% hydrochloric acid/acetic (185 ml) and was stirred for 2 hours. The mixture was filtered and the collected solid was washed with nitromethane and ether which yielded 10.4 g (70%, 25% overall), m.p. 192°-196°. The reactants are C1CCOC1, [Li+], [OH-], COC(=O)c1cnc2c(c1)N(S(=O)(=O)c1ccccc1)CCO2. Product: O=C(O)c1cnc2c(c1)N(S(=O)(=O)c1ccccc1)CCO2. Reaction SMILES: [CH2:26]1[O:27][CH2:28][CH2:29][CH2:30]1.[Li+:24].[OH-:25].[c:1]1([S:7](=[O:8])(=[O:9])[N:10]2[c:11]3[c:12]([n:16][cH:17][c:18]([C:20](=[O:21])[O:22][CH3:23])[cH:19]3)[O:13][CH2:14][CH2:15]2)[cH:2][cH:3][cH:4][cH:5][cH:6]1>>[c:1]1([S:7](=[O:8])(=[O:9])[N:10]2[c:11]3[c:12]([n:16][cH:17][c:18]([C:20](=[O:21])[OH:22])[cH:19]3)[O:13][CH2:14][CH2:15]2)[cH:2][cH:3][cH:4][cH:5][cH:6]1. Starting materials: COC(C1=C(C=C(C=C1)Cl)N(CCCC(=O)OC)C(=O)OC(C)(C)C)=O (2-[tert-Butoxycarbonyl-(3-methoxycarbonyl-propyl)-amino]-4-chloro-benzoic acid methyl ester), CC(C)([O-])C.[K+] (potassium t-butoxide). Run in C1(=CC=CC=C1)C (toluene), C1(=CC=CC=C1)C (toluene). Run at temperature 85 celsius. Product: ClC=1C=CC2=C(NCCCC2=O)C1 (8-Chloro-1,2,3,4-tetrahydro-benzo[b]azepin-5-one). The yield is 65.0%. Reaction SMILES: COC(=O)[C:4]1[CH:9]=[CH:8][C:7]([Cl:10])=[CH:6][C:5]=1[N:11](C(OC(C)(C)C)=O)[CH2:12][CH2:13][CH2:14][C:15]([O:17]C)=O.CC(C)([O-])C.[K+]>C1(C)C=CC=CC=1>[Cl:10][C:7]1[CH:8]=[CH:9][C:4]2[C:15](=[O:17])[CH2:14][CH2:13][CH2:12][NH:11][C:5]=2[CH:6]=1 |f:1.2|. Procedure: Add a mixture of crude 2-[tert-Butoxycarbonyl-(3-methoxycarbonyl-propyl)-amino]-4-chloro-benzoic acid methyl ester (141.5 g, ˜0.337 mol) in toluene to potassium t-butoxide (95%, 100 g, 0.847 mol) in anhydrous toluene (4.5 L) at 60° C. over 1 h. After heating of 24 h concentrate the mixture under vacuum. Partition the residue between ethyl acetate (1.5 L) and saturated KH2PO4 (1.5 L). Separate the aqueous layer and extract with ethyl acetate (2×0.5 L). Combine the organics and wash with water (2×... Starting materials: BrC(C(=O)C1=CC=C(C=C1)F)(C)C (2-bromo-1-(4-fluorophenyl)-2-methylpropan-1-one), FC1=CC=C(C=C1)C(C(C)C)=O (1-(4-fluorophenyl)-2-methylpropan-1-one), C[O-].[Na+] (sodium methylate). The solvent is CO (methanol). The product is FC1=CC=C(C=C1)C1(OC1(C)C)OC (2-(4-Fluorophenyl)-3,3-dimethyl-2-methoxyoxirane). RXN SMILES: Br[C:2]([CH3:13])([CH3:12])[C:3]([C:5]1[CH:10]=[CH:9][C:8]([F:11])=[CH:7][CH:6]=1)=[O:4].FC1C=CC([C:21](=[O:25])C(C)C)=CC=1.C[O-].[Na+]>CO>[F:11][C:8]1[CH:9]=[CH:10][C:5]([C:3]2([O:25][CH3:21])[C:2]([CH3:13])([CH3:12])[O:4]2)=[CH:6][CH:7]=1 |f:2.3|. Procedure: 39.22 g (0.16 mol) of 2-bromo-1-(4-fluorophenyl)-2-methylpropan-1-one, prepared by brominating 1-(4-fluorophenyl)-2-methylpropan-1-one analogously to European Patent Application No. 3,002, are dissolved in 50 ml of methanol. 23.5 g (0.176 mol) of methanolic 30% strength sodium methylate solution are added dropwise at room temperature. The methanol is then distilled off, and the residue is taken up with diethyl ether. The salt is filtered off, and the ether solution is concentrated. The liquid cr... Reactants: cupric sulfate, C(=O)(OCC)C1=CC=C(C=C1)CCC(=O)OCC (ethyl 3-(4-carboethoxyphenyl)propionate), C(C)O (ethanol), [BH4-].[Na+] (Sodium borohydride). Run in O (water). Yields the product C(C)C(CCC1=CC=C(C=C1)C(=O)OCC)O (ethyl 3-(4-carboethoxyphenyl)propanol). Yield: 98.0%. As a reaction SMILES: [C:1]([C:6]1[CH:11]=[CH:10][C:9]([CH2:12][CH2:13][C:14]([O:16]CC)=O)=[CH:8][CH:7]=1)([O:3][CH2:4][CH3:5])=[O:2].[BH4-].[Na+].[CH2:21](O)[CH3:22]>O>[CH2:21]([CH:14]([OH:16])[CH2:13][CH2:12][C:9]1[CH:8]=[CH:7][C:6]([C:1]([O:3][CH2:4][CH3:5])=[O:2])=[CH:11][CH:10]=1)[CH3:22] |f:1.2|. Procedure details: The ethyl 3-(4-carboethoxyphenyl)propionate (1.23 g, 4.91 mmol) was dissolved in 11 ml of absolute ethanol, cooled in an ice bath, and treated with 0.25 ml of a 2 N cupric sulfate solution in water. Sodium borohydride (0.93 g, 24.6 mmol) was added in small portions over one hour. The reaction was stirred at room temperature over night and then evaporated. The residue was slurried in brine and extracted twice with chloroform. The extracts were filtered through celite, dried over MgSO4, and concen... The reactants are ClC1=[N+](C(=CC(=C1)Cl)C)[O-] (2,4-dichloro-6-methylpyridine 1-oxide), N[C@@H]1CN(C[C@H]1O)C(CC1=CC=C(C=C1)OC(F)(F)F)=O (1-((3R,4R)-3-amino-4-hydroxypyrrolidin-1-yl)-2-(4-trifluoromethoxyphenyl)ethanone). Run in C(CCC)O (n-butanol). Conditions: temperature 130 celsius, time 10 hour. Yields the product ClC1=CC(=NC(=C1)C)N[C@@H]1CN(C[C@H]1O)C(CC1=CC=C(C=C1)OC(F)(F)F)=O (1-((3R,4R)-3-(4-chloro-6-methylpyridin-2-ylamino)-4-hydroxypyrrolidin-1-yl)-2-(4-trifluoromethoxyphenyl)ethanone). Isolated yield 15.6%. Reaction SMILES: Cl[C:2]1[CH:7]=[C:6]([Cl:8])[CH:5]=[C:4]([CH3:9])[N+:3]=1[O-].[NH2:11][C@H:12]1[C@H:16]([OH:17])[CH2:15][N:14]([C:18](=[O:31])[CH2:19][C:20]2[CH:25]=[CH:24][C:23]([O:26][C:27]([F:30])([F:29])[F:28])=[CH:22][CH:21]=2)[CH2:13]1>C(O)CCC>[Cl:8][C:6]1[CH:5]=[C:4]([CH3:9])[N:3]=[C:2]([NH:11][C@H:12]2[C@H:16]([OH:17])[CH2:15][N:14]([C:18](=[O:31])[CH2:19][C:20]3[CH:21]=[CH:22][C:23]([O:26][C:27]([F:28])([F:29])[F:30])=[CH:24][CH:25]=3)[CH2:13]2)[CH:7]=1. Reported procedure: A mixture of 2,4-dichloro-6-methylpyridine 1-oxide (200 mg), 1-((3R,4R)-3-amino-4-hydroxypyrrolidin-1-yl)-2-(4-trifluoromethoxyphenyl)ethanone (340 mg), and n-butanol (0.6 mL) was stirred at 130° C. for 10 h. The reaction mixture was concentrated under reduced pressure, the residue was purified by silica gel column chromatography (NH silica gel, ethyl acetate−ethyl acetate/methanol=20:1), and then the resulting solids were washed with hexane and diethyl ether to obtain 1-((3R,4R)-3-(4-chloro-6-m... Reactants: [H-].[Na+] (Sodium hydride), OC1=C(C=O)C=CC=C1O (2,3-Dihydroxybenzaldehyde), ClCC1=CC=2C(CCC(C2C=C1)(C)C)(C)C (2-chloromethyl-5,5,8,8-tetramethyl-5,6,7,8-tetrahydronaphthalene). The solvent is CS(=O)C (DMSO), CS(=O)C (DMSO), CS(=O)C (DMSO). Run at time 1 hour. The product is OC=1C(=C(C=O)C=CC1)OCC1=CC=2C(CCC(C2C=C1)(C)C)(C)C (3-hydroxy-2-[5,6,7,8-tetrahydro-5,5,8,8-tetramethyl-2-naphthalenyl]methoxy benzaldehyde). Isolated yield 55.5%. Reaction SMILES: [H-].[Na+].[OH:3][C:4]1[C:11]([OH:12])=[CH:10][CH:9]=[CH:8][C:5]=1[CH:6]=[O:7].Cl[CH2:14][C:15]1[CH:24]=[CH:23][C:22]2[C:21]([CH3:26])([CH3:25])[CH2:20][CH2:19][C:18]([CH3:28])([CH3:27])[C:17]=2[CH:16]=1>CS(C)=O>[OH:12][C:11]1[C:4]([O:3][CH2:14][C:15]2[CH:24]=[CH:23][C:22]3[C:21]([CH3:26])([CH3:25])[CH2:20][CH2:19][C:18]([CH3:28])([CH3:27])[C:17]=3[CH:16]=2)=[C:5]([CH:8]=[CH:9][CH:10]=1)[CH:6]=[O:7] |f:0.1|. Procedure: Sodium hydride (0.139 g., 4.60 mmol, 1.1 equiv.; 80% in oil washed with pentane) is suspended in 6 mL of DMSO. 2,3-Dihydroxybenzaldehyde (0.580 g., 4.20 mmol, 1 equiv.) dissolved in 2.8 mL of DMSO is added dropwise via cannula, and the mixture is allowed to stir for 1 hour. 2-Chloromethyl-(5,5,8,8-tetramethyl-5,6,7,8-tetrahydronaphthalene) (18a) (1.00 g., 4.20 mmol, 1 equiv.) dissolved in 8 mL of DMSO is added dropwise via cannula, and the mixture allowed to stir 26.5 hours. The mixture is parti... Starting materials: [N+](=O)([O-])[O-].[NH4+].[Ce] (cerium ammonium nitrate), BrC=1C=CC2=C(C(OC(N2CC2=CC=C(C=C2)OC)=O)(C(F)(F)F)CNC(C2=CC=C(C=C2)F)=O)C1 (N-{[6-bromo-1-(4-methoxybenzyl)-2-oxo-4-(trifluoromethyl)-1,4-dihydro-2H-3,1-benzoxazin-4-yl]methyl}-4-fluorobenzamide), S(=O)(=O)([O-])S(=O)[O-].[Na+].[Na+] (Sodium pyrosulfite). Run in C(C)(=O)OCC (ethyl acetate), C(C)#N (acetonitrile). Reaction conditions: time 4 hour. The product is BrC=1C=CC2=C(C(OC(N2)=O)(C(F)(F)F)CNC(C2=CC=C(C=C2)F)=O)C1 (N-{[6-bromo-2-oxo-4-(trifluoromethyl)-1,4-dihydro-2H-3,1-benzoxazin-4-yl]methyl}-4-fluorobenzamide). RXN SMILES: [Br:1][C:2]1[CH:3]=[CH:4][C:5]2[N:10](CC3C=CC(OC)=CC=3)[C:9](=[O:20])[O:8][C:7]([CH2:25][NH:26][C:27](=[O:35])[C:28]3[CH:33]=[CH:32][C:31]([F:34])=[CH:30][CH:29]=3)([C:21]([F:24])([F:23])[F:22])[C:6]=2[CH:36]=1.[N+]([O-])([O-])=O.[NH4+].[Ce].S(S([O-])=O)([O-])(=O)=O.[Na+].[Na+]>C(#N)C.C(OCC)(=O)C>[Br:1][C:2]1[CH:3]=[CH:4][C:5]2[NH:10][C:9](=[O:20])[O:8][C:7]([CH2:25][NH:26][C:27](=[O:35])[C:28]3[CH:33]=[CH:32][C:31]([F:34])=[CH:30][CH:29]=3)([C:21]([F:24])([F:23])[F:22])[C:6]=2[CH:36]=1 |f:1.2.3,4.5.6|. Procedure: While stirring a solution of N-{[6-bromo-1-(4-methoxybenzyl)-2-oxo-4-(trifluoromethyl)-1,4-dihydro-2H-3,1-benzoxazin-4-yl]methyl}-4-fluorobenzamide (13.0 g, 22.9 mmol) in acetonitrile (50 mL), an aqueous solution (25 mL) of cerium ammonium nitrate (37.7 g, 68.7 mmol) was added dropwise thereto at room temperature. The reaction solution was stirred at room temperature for 4 hours. Sodium pyrosulfite was added to the reaction solution, and the solution was stirred for 30 minutes and then diluted w... Starting materials: C1(CC1)N(CC)CC1=C(C=C(C=C1)C#CC1=CC=C(C(=O)OCC)C=C1)C(C)C (ethyl 4-{4-[(cyclopropyl-ethyl-amino)-methyl]-3-isopropyl-phenylethynyl}-benzoate), C1(CC1)N(CC)CC1=C(C=C(C=C1)C#CC1=CC=C(C(=O)OCC)C=C1)C(C)C (ethyl 4-{4-[(cyclopropyl-ethyl-amino)-methyl]-3-isopropyl-phenylethynyl}-benzoate), [OH-].[Na+] (NaOH), C(C)OC(C1=CC=C(C=C1)C#CC1=CC=2C(CCC(C2C=C1)NC1CC1)(C)C)=O (4-(5-cyclopropylamino-8,8-dimethyl-5,6,7,8-tetrahydronaphthalene-2-ylethynyl)-benzoic acid ethyl ester), aqueous solution. Solvent: C(C)O (ethanol), O1CCCC1 (tetrahydrofuran). Run at time 8 hour. Yields the product C1(CC1)N(CC)CC1=C(C=C(C=C1)C#CC1=CC=C(C(=O)O)C=C1)C(C)C (4-{4-[(Cyclopropyl-ethyl-amino)-methyl]-3-isopropyl-phenylethynyl}-benzoic Acid). Isolated yield 73.2%. RXN SMILES: [CH:1]1([N:4]([CH2:7][C:8]2[CH:13]=[CH:12][C:11]([C:14]#[C:15][C:16]3[CH:26]=[CH:25][C:19]([C:20]([O:22]CC)=[O:21])=[CH:18][CH:17]=3)=[CH:10][C:9]=2[CH:27]([CH3:29])[CH3:28])[CH2:5][CH3:6])[CH2:3][CH2:2]1.[OH-].[Na+].C(OC(=O)C1C=CC(C#CC2C=CC3C(NC4CC4)CCC(C)(C)C=3C=2)=CC=1)C>C(O)C.O1CCCC1>[CH:1]1([N:4]([CH2:7][C:8]2[CH:13]=[CH:12][C:11]([C:14]#[C:15][C:16]3[CH:26]=[CH:25][C:19]([C:20]([OH:22])=[O:21])=[CH:18][CH:17]=3)=[CH:10][C:9]=2[CH:27]([CH3:28])[CH3:29])[CH2:5][CH3:6])[CH2:2][CH2:3]1 |f:1.2|. Reported procedure: Using General Procedure I; a solution of ethyl 4-{4-[(cyclopropyl-ethyl-amino)-methyl]-3-isopropyl-phenylethynyl}-benzoate (Compound 133, 68.0 mg, 0.17 mmol) in ethanol (3 mL) and tetrahydrofuran (3 mL) was treated with NaOH (600.0 mg,1 5.0 mmols, 3.0 mL of a 5N aqueous solution) and stirred overnight at room temperature and then at 55° C. for 9 hours. Work-up followed by crystallization of the solid residue from hot CH3CN afforded 45.0 mg (72%) of the title compound as a pale-yellow solid. Run at time 30 minute. Procedure details: Methyl α-methylthio(m-benzoylphenyl)acetate (713 mg) was dissolved in 6 ml of anhydrous dimethylformamide, and with ice cooling, 100 mg (65% content) of sodium hydride was added. The mixture was stirred for 30 minutes. The reaction mixture turned black violet. When 0.3 ml of methyl iodide was added with ice cooling, the color vanished immediately. The mixture was stirred for 10 minutes at room temperature, and then an aqueous solution of ammonium chloride (500 mg/30 ml) was added. The mixture wa... Starting materials: CSC(C(=O)OC)C1=CC(=CC=C1)C(C1=CC=CC=C1)=O (Methyl α-methylthio(m-benzoylphenyl)acetate), CI (methyl iodide), [Cl-].[NH4+] (ammonium chloride), [H-].[Na+] (sodium hydride). The solvent is CN(C=O)C (dimethylformamide). The product is CSC(C(=O)OC)(C)C1=CC(=CC=C1)C(C1=CC=CC=C1)=O (methyl α-methylthio-α-(m-benzoylphenyl)propionate), mixture. RXN SMILES: [CH3:1][S:2][CH:3]([C:8]1[CH:13]=[CH:12][CH:11]=[C:10]([C:14](=[O:21])[C:15]2[CH:20]=[CH:19][CH:18]=[CH:17][CH:16]=2)[CH:9]=1)[C:4]([O:6][CH3:7])=[O:5].[H-].[Na+].[CH3:24]I.[Cl-].[NH4+]>CN(C)C=O>[CH3:1][S:2][C:3]([C:8]1[CH:13]=[CH:12][CH:11]=[C:10]([C:14](=[O:21])[C:15]2[CH:16]=[CH:17][CH:18]=[CH:19][CH:20]=2)[CH:9]=1)([CH3:24])[C:4]([O:6][CH3:7])=[O:5] |f:1.2,4.5|.